From a dataset of the Open Reaction Database (ORD), a public repository of structured organic reaction records. describe an organic reaction: reactants, conditions, products, and yield Reported procedure: A mixture of N-cyano-N′-(4-difluoromethoxy-3-iso-propyloxyphenyl)-O-phenylisourea (0.10 g, 0.28 mmol) and 2-hydrazino-pyridine (0.06 g, 0.56 mmol) in dimethylacetamide (3 mL) was heated in the microwave apparatus at 220° C. for 15 min. The reaction was cooled, poured into ice-water and stirred for 0.5 h. The precipitate was filtered off, washed with cold water and dried to provide the title compound (0.10 g, 97% yield) as a pale pink solid. As a reaction SMILES: [C:1]([NH:3][C:4](=[N:12][C:13]1[CH:18]=[CH:17][C:16]([O:19][CH:20]([F:22])[F:21])=[C:15]([O:23][CH:24]([CH3:26])[CH3:25])[CH:14]=1)OC1C=CC=CC=1)#[N:2].[NH:27]([C:29]1[CH:34]=[CH:33][CH:32]=[CH:31][N:30]=1)[NH2:28]>CC(N(C)C)=O>[F:22][CH:20]([F:21])[O:19][C:16]1[CH:17]=[CH:18][C:13]([NH:12][C:4]2[N:3]=[C:1]([NH2:2])[N:27]([C:29]3[CH:34]=[CH:33][CH:32]=[CH:31][N:30]=3)[N:28]=2)=[CH:14][C:15]=1[O:23][CH:24]([CH3:25])[CH3:26]. Run in CC(=O)N(C)C (dimethylacetamide). Yield: 94.9%. Conditions: temperature 220 celsius, time 0.5 hour. The product is FC(OC1=C(C=C(C=C1)NC1=NN(C(=N1)N)C1=NC=CC=C1)OC(C)C)F (N3-(4-Difluoromethoxy-3-isopropoxy-phenyl)-1-pyridin-2-yl-1H-[1,2,4]triazole-3,5-diamine). Reactants: C(#N)NC(OC1=CC=CC=C1)=NC1=CC(=C(C=C1)OC(F)F)OC(C)C (N-cyano-N′-(4-difluoromethoxy-3-iso-propyloxyphenyl)-O-phenylisourea), N(N)C1=NC=CC=C1 (2-hydrazino-pyridine), ice water. Conditions: time 3 hour. The solvent is ClCCl (dichloromethane). The product is C(#N)C1=NC=CC(=C1)C[C@H](N)C(=O)O (3-(2-Cyano-4-pyridyl)-(S)-alanine). The reactants are FC(C(=O)O)(F)F (Trifluoroacetic acid), C(C)(C)(C)OC(=O)N[C@@H](CC1=CC(=NC=C1)C#N)C(=O)O (N-t-butoxycarbonyl-3-(2-cyano-4-pyridyl)-(S)-alanine). Reaction SMILES: FC(F)(F)C(O)=O.C(OC([NH:15][C@H:16]([C:26]([OH:28])=[O:27])[CH2:17][C:18]1[CH:23]=[CH:22][N:21]=[C:20]([C:24]#[N:25])[CH:19]=1)=O)(C)(C)C>ClCCl>[C:24]([C:20]1[CH:19]=[C:18]([CH2:17][C@@H:16]([C:26]([OH:28])=[O:27])[NH2:15])[CH:23]=[CH:22][N:21]=1)#[N:25]. Isolated yield 95.1%. Procedure: Trifluoroacetic acid (10 ml) was added dropwise to a stirred, ice-cooled solution of N-t-butoxycarbonyl-3-(2-cyano-4-pyridyl)-(S)-alanine (Preparation 12; 1.6 g 5.5 mmol) in dichloromethane (10 ml) and the resulting solution stirred for 3 hours at the same temperature then evaporated under reduced pressure. The residue was dissolved in water (5 ml) and the pH of the solution adjusted to 7 with 1M aqueous sodium hydroxide solution before purification by ion-exchange chromatography on Bio Rad AG50... Starting materials: 50, O1C(=CC=C1)CN1C(=NC=2C1=NC=CC2)NC2CCN(CC2)C(=O)OCC (ethyl 4-[[3-(2-furanylmethyl)-3H-imidazo-[4,5-b]pyridin-2-yl]amino]-1-piperidinecarboxylate), [OH-].[K+] (potassium hydroxide). The reagents and catalysts are O (water). The solvent is CC(C)O (2-propanol). Product: 34, O1C(=CC=C1)CN1C(=NC=2C1=NC=CC2)NC2CCNCC2 (3-(2-furanylmethyl)-N-(4-piperidinyl)-3H-imidazo[4,5-b]-pyridin-2-amine). The yield is 85.0%. As a reaction SMILES: [O:1]1[CH:5]=[CH:4][CH:3]=[C:2]1[CH2:6][N:7]1[C:11]2=[N:12][CH:13]=[CH:14][CH:15]=[C:10]2[N:9]=[C:8]1[NH:16][CH:17]1[CH2:22][CH2:21][N:20](C(OCC)=O)[CH2:19][CH2:18]1.[OH-].[K+]>O.CC(O)C>[O:1]1[CH:5]=[CH:4][CH:3]=[C:2]1[CH2:6][N:7]1[C:11]2=[N:12][CH:13]=[CH:14][CH:15]=[C:10]2[N:9]=[C:8]1[NH:16][CH:17]1[CH2:18][CH2:19][NH:20][CH2:21][CH2:22]1 |f:1.2|. Procedure details: A mixture of 50 parts of ethyl 4-[[3-(2-furanylmethyl)-3H-imidazo-[4,5-b]pyridin-2-yl]amino]-1-piperidinecarboxylate, 50 parts of potassium hydroxide, 400 parts of 2-propanol and 20 drops of water was stirred and refluxed for about 5 hours. The reaction mixture was evaporated and water was added to the residue. The product was extracted twice with 4-methyl-2-pentanone. The combined extracts were dried, filtered and evaporated. The solid residue was stirred in 1,1'-oxybisethane. The product was f...